This data is from the Open Reaction Database (ORD), a public repository of structured organic reaction records. The task is: describe an organic reaction: reactants, conditions, products, and yield Reactants: IC1=NC2=CC=CC=C2C=C1C=O (2-iodo-3-quinolinecarboxaldehyde), [BH4-].[Na+] (NaBH4). Run in CO (CH3OH). Reaction conditions: temperature 0 celsius, time 30 minute. Product: OCC=1C(=NC2=CC=CC=C2C1)I (3-hydroxymethyl-2-iodoquinoline). Yield: 84.4%. As a reaction SMILES: [I:1][C:2]1[C:11]([CH:12]=[O:13])=[CH:10][C:9]2[C:4](=[CH:5][CH:6]=[CH:7][CH:8]=2)[N:3]=1.[BH4-].[Na+]>CO>[OH:13][CH2:12][C:11]1[C:2]([I:1])=[N:3][C:4]2[C:9]([CH:10]=1)=[CH:8][CH:7]=[CH:6][CH:5]=2 |f:1.2|. Reported procedure: To a stirred solution of 2-iodo-3-quinolinecarboxaldehyde (595 mg, 2.10 mmol) in 40 mL of CH3OH at 0° C. was added NaBH4 (86 mg, 2.31 mmol), and the mixture was stirred at 0° C. for 30 min. After concentrating the mixture to approximately one-half of its original volume, water (30 mL) was added and the mixture was allowed to stand at 5° C. overnight. The solids were filtered and the crude product (570 mg, 95%) was recrystallized from methanol to give 3-hydroxymethyl-2-iodoquinoline (505 mg, 84%)... Reactants: C(=O)[O-].[NH4+] (Ammonium formate), C(C1=CC=CC=C1)N1CCN(CC1)C(=O)C1CCN(CC1)C1=NC=NC=C1 (1-benzyl-4-[(1-[4-pyrimidinyl]-4-piperidyl)carbonyl]piperazine). Reagents/catalysts: [Pd] (palladium on carbon). Run in CO (methanol). Product: N1=CN=C(C=C1)N1CCC(CC1)C(=O)N1CCNCC1 (1-[(1-[4-pyrimidinyl]-4-piperidyl)carbonyl]piperazine). Yield: 94.3%. RXN SMILES: C([O-])=O.[NH4+].C([N:12]1[CH2:17][CH2:16][N:15]([C:18]([CH:20]2[CH2:25][CH2:24][N:23]([C:26]3[CH:31]=[CH:30][N:29]=[CH:28][N:27]=3)[CH2:22][CH2:21]2)=[O:19])[CH2:14][CH2:13]1)C1C=CC=CC=1>[Pd].CO>[N:29]1[CH:30]=[CH:31][C:26]([N:23]2[CH2:22][CH2:21][CH:20]([C:18]([N:15]3[CH2:14][CH2:13][NH:12][CH2:17][CH2:16]3)=[O:19])[CH2:25][CH2:24]2)=[N:27][CH:28]=1 |f:0.1|. Procedure details: Ammonium formate (1.88 g) was added to a mixture of 1-benzyl-4-[(1-[4-pyrimidinyl]-4-piperidyl)carbonyl]piperazine (2.73 g) and 10% palladium on carbon catalyst (0.55 g) in methanol (70 ml) under an atmosphere of argon. The mixture was stirred at reflux temperature for 1 hour. The cooled mixture was filtered through diatomaceous earth and the filtercake was well washed with methanol. The filtrate and washings were combined and evaporated. The residual oil was suspended in saturated aqueous sodiu... The reactants are CN1C(=NC=2C1=NC=CC2C)CO (3,7-dimethyl-2-hydroxymethylimidazo[5,4-b]pyridine), N(=NC(=O)N1CCCCC1)C(=O)N1CCCCC1 (1,1'-(azodicarbonyl)dipiperidine), OC1=CC=C(CC2C(N(C(S2)=O)C(C2=CC=CC=C2)(C2=CC=CC=C2)C2=CC=CC=C2)=O)C=C1 (5-(4-hydroxybenzyl)-3-triphenylmethylthiazolidine-2,4-dione), C(CCC)P(CCCC)CCCC (tributylphosphine). Run in C1(=CC=CC=C1)C (toluene). Product: CN1C(=NC=2C1=NC=CC2C)COC2=CC=C(CC1C(N(C(S1)=O)C(C1=CC=CC=C1)(C1=CC=CC=C1)C1=CC=CC=C1)=O)C=C2 (5-{4-(3,7-Dimethylimidazo[5,4-b]pyridin-2-ylmethoxy)benzyl}-3-triphenylmethylthiazolidine-2,4-dione). RXN SMILES: [CH3:1][N:2]1[C:6]2=[N:7][CH:8]=[CH:9][C:10]([CH3:11])=[C:5]2[N:4]=[C:3]1[CH2:12][OH:13].O[C:15]1[CH:47]=[CH:46][C:18]([CH2:19][CH:20]2[S:24][C:23](=[O:25])[N:22]([C:26]([C:39]3[CH:44]=[CH:43][CH:42]=[CH:41][CH:40]=3)([C:33]3[CH:38]=[CH:37][CH:36]=[CH:35][CH:34]=3)[C:27]3[CH:32]=[CH:31][CH:30]=[CH:29][CH:28]=3)[C:21]2=[O:45])=[CH:17][CH:16]=1.C(P(CCCC)CCCC)CCC.N(C(N1CCCCC1)=O)=NC(N1CCCCC1)=O>C1(C)C=CC=CC=1>[CH3:1][N:2]1[C:6]2=[N:7][CH:8]=[CH:9][C:10]([CH3:11])=[C:5]2[N:4]=[C:3]1[CH2:12][O:13][C:15]1[CH:47]=[CH:46][C:18]([CH2:19][CH:20]2[S:24][C:23](=[O:25])[N:22]([C:26]([C:39]3[CH:44]=[CH:43][CH:42]=[CH:41][CH:40]=3)([C:33]3[CH:34]=[CH:35][CH:36]=[CH:37][CH:38]=3)[C:27]3[CH:32]=[CH:31][CH:30]=[CH:29][CH:28]=3)[C:21]2=[O:45])=[CH:17][CH:16]=1. Procedure details: A procedure similar to that described in Preparation 4 was repeated, except that 1.50 g of 3,7-dimethyl-2-hydroxymethylimidazo[5,4-b]pyridine (prepared as described in Preparation 40), 3.94 g of 5-(4-hydroxybenzyl)-3-triphenylmethylthiazolidine-2,4-dione, 2.11 ml of tributylphosphine, 2.14 g of 1,1'-(azodicarbonyl)dipiperidine and 30 ml of toluene were used, to give the title compound as a crude product. This crude product was purified by column chromatography through silica gel, using a gradien... Reactants: C(C1=CC=CC=C1)(=O)NC1=C2N=CN(C2=NC=N1)[C@H]1[C@H](O)[C@@H]([C@H](O1)C(=O)O)NC([C@H](NC(=O)OCC1=CC=CC=C1)CC1=CC=CC=C1)=O (1-(6-Benzoylamino-9H-purin-9-yl)-1,3-dideoxy-3-(N-benzyloxycarbonyl-D-phenylalanylamino)-β-D-ribofuranuronic acid), C(CCC)N (n-butylamine). The product is NC1=C2N=CN(C2=NC=N1)[C@H]1[C@H](O)[C@@H]([C@H](O1)C(=O)O)NC([C@H](NC(=O)OCC1=CC=CC=C1)CC1=CC=CC=C1)=O (1-(6-Amino-9H-purin-9-yl)-1,3-dideoxy-3-(N-benzyloxycarbonyl-D-phenylalanylamino)-β-D-ribofuranuronic acid). Isolated yield 65.5%. Reaction SMILES: C([NH:9][C:10]1[N:18]=[CH:17][N:16]=[C:15]2[C:11]=1[N:12]=[CH:13][N:14]2[C@@H:19]1[O:24][C@H:23]([C:25]([OH:27])=[O:26])[C@@H:22]([NH:28][C:29](=[O:49])[C@@H:30]([CH2:42][C:43]2[CH:48]=[CH:47][CH:46]=[CH:45][CH:44]=2)[NH:31][C:32]([O:34][CH2:35][C:36]2[CH:41]=[CH:40][CH:39]=[CH:38][CH:37]=2)=[O:33])[C@H:20]1[OH:21])(=O)C1C=CC=CC=1.C(N)CCC>>[NH2:9][C:10]1[N:18]=[CH:17][N:16]=[C:15]2[C:11]=1[N:12]=[CH:13][N:14]2[C@@H:19]1[O:24][C@H:23]([C:25]([OH:27])=[O:26])[C@@H:22]([NH:28][C:29](=[O:49])[C@@H:30]([CH2:42][C:43]2[CH:48]=[CH:47][CH:46]=[CH:45][CH:44]=2)[NH:31][C:32]([O:34][CH2:35][C:36]2[CH:37]=[CH:38][CH:39]=[CH:40][CH:41]=2)=[O:33])[C@H:20]1[OH:21]. Reported procedure: 1-(6-Amino-9H-purin-9-yl)-1,3-dideoxy-3-(N-benzyloxycarbonyl-D-phenylalanylamino)-β-D-ribofuranuronic acid (199 mg) was prepared by reacting 1-(6-benzoylamino-9H-purin-9-yl)-1,3-dideoxy-3-(N-benzyloxycarbonyl-D-phenylalanylamino)-β-D-ribofuranuronic acid (360 mg) prepared in Example 6 with n-butylamine (3 ml) according to a similar manner to that of Example 23, mp. 196°-202° C. (dec.). Starting materials: C(C)(C)(C)C1=NC(=NC(=C1F)S(=O)C)C1=CNC2=NC=C(C=C21)Cl (3-(tert-butyl-5-fluoro-6-(methylsulfinyl)pyrimidin-2-yl)-5-chloro-1H-pyrrolo[2,3-b]pyridine), C(C)(C)(C)C1=NC(=NC(=C1F)S(=O)C)C1=CNC2=NC=C(C=C21)Cl (3-(tert-butyl-5-fluoro-6-(methylsulfinyl)pyrimidin-2-yl)-5-chloro-1H-pyrrolo[2,3-b]pyridine), N[C@@H]1[C@H](CCCC1)C(=O)O ((1S,2S)-2-amino-cyclohexanecarboxylic acid), C(=O)([O-])[O-].[Na+].[Na+] (Na2CO3), CCN(C(C)C)C(C)C (iPr2NEt), Cl (HCl). Solvent: C1CCOC1 (THF), CC#N (CH3CN). Run at temperature 140 celsius. Product: C(C)(C)(C)C1=C(C(=NC(=N1)C1=CNC2=NC=C(C=C21)Cl)N[C@@H]2[C@H](CCCC2)C(=O)O)F ((1S,2S)-2-(6-tert-butyl-2-(5-chloro-1H-pyrrolo[2,3-b]pyridin-3-yl)-5-fluoropyrimidin-4-ylamino)cyclohexanecarboxylic acid). RXN SMILES: [C:1]([C:5]1[C:10]([F:11])=[C:9](S(C)=O)[N:8]=[C:7]([C:15]2[C:23]3[C:18](=[N:19][CH:20]=[C:21]([Cl:24])[CH:22]=3)[NH:17][CH:16]=2)[N:6]=1)([CH3:4])([CH3:3])[CH3:2].[NH2:25][C@H:26]1[CH2:31][CH2:30][CH2:29][CH2:28][C@@H:27]1[C:32]([OH:34])=[O:33].C([O-])([O-])=O.[Na+].[Na+].CCN(C(C)C)C(C)C.Cl>C1COCC1.CC#N>[C:1]([C:5]1[N:6]=[C:7]([C:15]2[C:23]3[C:18](=[N:19][CH:20]=[C:21]([Cl:24])[CH:22]=3)[NH:17][CH:16]=2)[N:8]=[C:9]([NH:25][C@H:26]2[CH2:31][CH2:30][CH2:29][CH2:28][C@@H:27]2[C:32]([OH:34])=[O:33])[C:10]=1[F:11])([CH3:4])([CH3:3])[CH3:2] |f:2.3.4|. Procedure details: A mixture of 3-(tert-butyl-5-fluoro-6-(methylsulfinyl)pyrimidin-2-yl)-5-chloro-1H-pyrrolo[2,3-b]pyridine, 40c, (0.05 g, 0.14 mmol), (1S,2S)-2-amino-cyclohexanecarboxylic acid (0.04 g, 0.27 mmol), freshly ground Na2CO3 (0.04 g, 0.41 mmol), and iPr2NEt (0.37 mL, 0.27 mmol) in THF (1 mL) and CH3CN (0.5 mL) was heated in a sealed vessel to 140° C. for 30 minutes under microwave irradiation. The mixture was cooled to room temperature. A solution of 1N HCl (0.5 mL, 0.5 mmol) was added and the mixture ... Reactants: FC(C=1N=CN(C1)COCC[Si](C)(C)C)(F)F (4-(trifluoromethyl)-1-((2-(trimethylsilyl)ethoxy)methyl)-1H-imidazole), O1CCC(CC1)=O (dihydro-2H-pyran-4(3H)-one), FC(C=1N=CN(C1)COCC[Si](C)(C)C)(F)F (4-(trifluoromethyl)-1-((2-(trimethylsilyl)ethoxy)methyl)-1H-imidazole), C(CCC)[Li] (n-butyllithium). The solvent is O1CCCC1 (tetrahydrofuran). Conditions: temperature -60 celsius, time 1 hour. The product is FC(C=1N=C(N(C1)COCC[Si](C)(C)C)C1(CCOCC1)O)(F)F (4-(4-(Trifluoromethyl)-1-((2-(trimethylsilyl)ethoxy)methyl)-1H-imidazol-2-yl)tetrahydro-2H-pyran-4-ol). Yield: 87.2%. As a reaction SMILES: [F:1][C:2]([F:17])([F:16])[C:3]1[N:4]=[CH:5][N:6]([CH2:8][O:9][CH2:10][CH2:11][Si:12]([CH3:15])([CH3:14])[CH3:13])[CH:7]=1.C([Li])CCC.[O:23]1[CH2:28][CH2:27][C:26](=[O:29])[CH2:25][CH2:24]1>O1CCCC1>[F:17][C:2]([F:16])([F:1])[C:3]1[N:4]=[C:5]([C:26]2([OH:29])[CH2:27][CH2:28][O:23][CH2:24][CH2:25]2)[N:6]([CH2:8][O:9][CH2:10][CH2:11][Si:12]([CH3:13])([CH3:14])[CH3:15])[CH:7]=1. Reported procedure: Into a 100-mL three neck round-bottom flask, which was purged and maintained with an inert atmosphere of nitrogen, was placed a solution of 4-(trifluoromethyl)-1-((2-(trimethylsilyl)ethoxy)methyl)-1H-imidazole (compound 216.2, 5 g, 18.77 mmol) in tetrahydrofuran (50 mL). This was followed by the addition of n-butyllithium (9 mL, 22.5 mmol, 2.5N in hexane) dropwise at −78° C. and stirred for 1 h at -60° C. To this was added dihydro-2H-pyran-4(3H)-one (6 g, 59.93 mmol). The resulting solution was ...